This data is from the Open Reaction Database (ORD), a public repository of structured organic reaction records. The task is: describe an organic reaction: reactants, conditions, products, and yield The reactants are Cl (hydrochloric acid), C(CCC)[Li] (n-butyl lithium), ClC1=CC=C(C=C1)S(=O)(=O)CC1=C(C=CC(=C1)F)F (2-[(4-Chlorophenyl)sulfonylmethyl]-1,4-difluorobenzene), C(C1=CC=CC=C1)(=O)Cl (benzoyl chloride). The solvent is O1CCCC1 (tetrahydrofuran), CCCCCC (hexane). Conditions: time 10 minute. Yields the product ClC1=CC=C(C=C1)S(=O)(=O)C(C(=O)C1=CC=CC=C1)C1=C(C=CC(=C1)F)F (2-[(4-Chlorophenyl)sulfonyl]-2-(2,5-difluorophenyl)-1-phenyl-1-ethanone). RXN SMILES: C([Li])CCC.[Cl:6][C:7]1[CH:12]=[CH:11][C:10]([S:13]([CH2:16][C:17]2[CH:22]=[C:21]([F:23])[CH:20]=[CH:19][C:18]=2[F:24])(=[O:15])=[O:14])=[CH:9][CH:8]=1.[C:25](Cl)(=[O:32])[C:26]1[CH:31]=[CH:30][CH:29]=[CH:28][CH:27]=1.Cl>O1CCCC1.CCCCCC>[Cl:6][C:7]1[CH:12]=[CH:11][C:10]([S:13]([CH:16]([C:17]2[CH:22]=[C:21]([F:23])[CH:20]=[CH:19][C:18]=2[F:24])[C:25]([C:26]2[CH:31]=[CH:30][CH:29]=[CH:28][CH:27]=2)=[O:32])(=[O:15])=[O:14])=[CH:9][CH:8]=1. Procedure: In an argon gas stream and at −78° C., n-butyl lithium (a 1.57M hexane solution, 0.701 ml, 1.10 mmol) was added to a tetrahydrofuran (5 ml) solution of the 2-[(4-chlorophenyl)sulfonylmethyl]-1,4-difluorobenzene (303 mg, 1.00 mmol) obtained in Example 5. The temperature of the resulting mixture was raised to room temperature and then stirred for 10 minutes. After cooling the reaction mixture to −78° C., benzoyl chloride (0.140 ml, 1.20 mmol) was added thereto dropwise. The reaction mixture was st... The reactants are FC=1C=C(C=CC1C=1N=NN(C1)CC1=CC=C(C=C1)OC)N1C(O[C@H](C1)CN1N=NC=C1)=O ((5R)-3-{3-Fluoro-4-[1-(4-methoxybenzyl)-1H-1,2,3-triazol-4-yl]phenyl}-5-(1H-1,2,3-triazol-1-ylmethyl)-1,3-oxazolidin-2-one), FC=1C=C(C=CC1C=1N=NN(C1)CC1=CC=C(C=C1)OC)N1C(O[C@H](C1)CN1N=NC=C1)=O ((5R)-3-{3-Fluoro-4-[1-(4-methoxybenzyl)-1H-1,2,3-triazol-4-yl]phenyl}-5-(1H-1,2,3-triazol-1-ylmethyl)-1,3-oxazolidin-2-one). Run in FC(C(=O)O)(F)F (trifluoroacetic acid). Conditions: temperature 65 celsius, time 8 hour. Product: FC=1C=C(C=CC1C=1N=NNC1)N1C(O[C@H](C1)CN1N=NC=C1)=O ((5R)-3-[3-Fluoro-4-(1H-1,2,3-triazol-4-yl)phenyl]-5-(1H-1,2,3-triazol-1-ylmethyl)-1,3-oxazolidin-2-one). Isolated yield 95.3%. As a reaction SMILES: [F:1][C:2]1[CH:3]=[C:4]([N:22]2[CH2:26][C@H:25]([CH2:27][N:28]3[CH:32]=[CH:31][N:30]=[N:29]3)[O:24][C:23]2=[O:33])[CH:5]=[CH:6][C:7]=1[C:8]1[N:9]=[N:10][N:11](CC2C=CC(OC)=CC=2)[CH:12]=1>FC(F)(F)C(O)=O>[F:1][C:2]1[CH:3]=[C:4]([N:22]2[CH2:26][C@H:25]([CH2:27][N:28]3[CH:32]=[CH:31][N:30]=[N:29]3)[O:24][C:23]2=[O:33])[CH:5]=[CH:6][C:7]=1[C:8]1[N:9]=[N:10][NH:11][CH:12]=1. Procedure: (5R)-3-{3-Fluoro-4-[1-(4-methoxybenzyl)-1H-1,2,3-triazol-4-yl]phenyl}-5-(1H-1,2,3-triazol-1-ylmethyl)-1,3-oxazolidin-2-one (Intermediate 15, 1.12 g, 2.49 mnol) was dissolved in trifluoroacetic acid (20 ml) and stirred at 65° C. overnight. The solution was concentrated then diluted with water until a precipitate formed. The light green solid was recrystallized using acetone and methanol to give the desired product as a beige solid (0.782 g). The reactants are C(CCC)OC(=O)C1=C(C2=C(C(=N1)C1=CC=CC=C1)C(=NS2)CN2C=CC1=CC=CC=C21)O (7-hydroxy-3-indol-1-ylmethyl-4-phenyl-isothiazolo[4,5-c]pyridine-6-carboxylic acid butyl ester), NCC(=O)O (glycine). The product is OC=1C2=C(C(=NC1C(=O)NCC(=O)O)C1=CC=CC=C1)C(=NS2)CN2C=CC1=CC=CC=C21 ([(7-Hydroxy-3-indol-1-ylmethyl-4-phenyl-isothiazolo[4,5-c]pyridine-6-carbonyl)-amino]-acetic acid). Reaction SMILES: C(O[C:6]([C:8]1[N:13]=[C:12]([C:14]2[CH:19]=[CH:18][CH:17]=[CH:16][CH:15]=2)[C:11]2[C:20]([CH2:23][N:24]3[C:32]4[C:27](=[CH:28][CH:29]=[CH:30][CH:31]=4)[CH:26]=[CH:25]3)=[N:21][S:22][C:10]=2[C:9]=1[OH:33])=[O:7])CCC.[NH2:34][CH2:35][C:36]([OH:38])=[O:37]>>[OH:33][C:9]1[C:10]2[S:22][N:21]=[C:20]([CH2:23][N:24]3[C:32]4[C:27](=[CH:28][CH:29]=[CH:30][CH:31]=4)[CH:26]=[CH:25]3)[C:11]=2[C:12]([C:14]2[CH:15]=[CH:16][CH:17]=[CH:18][CH:19]=2)=[N:13][C:8]=1[C:6]([NH:34][CH2:35][C:36]([OH:38])=[O:37])=[O:7]. Procedure details: The title compound was synthesized in analogy Example 1 from 7-hydroxy-3-indol-1-ylmethyl-4-phenyl-isothiazolo[4,5-c]pyridine-6-carboxylic acid butyl ester and glycine: MS (m/z) 459.1 (M+1).